Dataset: the Open Reaction Database (ORD), a public repository of structured organic reaction records. Task: describe an organic reaction: reactants, conditions, products, and yield Reactants: C(C1=CC=CC=C1)(=O)SC[C@H](C(=O)O)C ((2S)-3-benzoylthio-2-methylpropionic acid), S(=O)(Cl)Cl (thionyl chloride), S(=O)(Cl)Cl (thionyl chloride), CN1C(N[C@@H](C1)C(=O)OC(C)(C)C)=O (tert.-butyl (4S)-1-methyl-2-oxo-imidazolidine-4-carboxylate), C(C1=CC=CC=C1)(=O)SC[C@@H](C(=O)Cl)C ((2S)-3-benzoylthio-2-methylpropionyl chloride), CC(C)([O-])C.[K+] (potassium tert.-butoxide). Solvent: O1CCCC1 (tetrahydrofuran), C(C)(=O)OCC (ethyl acetate), O1CCCC1 (tetrahydrofuran). Run at temperature -30 celsius. Product: CN1C(N([C@@H](C1)C(=O)OC(C)(C)C)C([C@@H](CSC(C1=CC=CC=C1)=O)C)=O)=O (tert-butyl (4S)-1-methyl-3-[(2S)-3-benzoylthio-2-methylpropionyl]-2-oxo-imidazolidine-4-carboxylate). The yield is 73.9%. RXN SMILES: [CH3:1][N:2]1[CH2:6][C@@H:5]([C:7]([O:9][C:10]([CH3:13])([CH3:12])[CH3:11])=[O:8])[NH:4][C:3]1=[O:14].CC(C)([O-])C.[K+].[C:21]([S:29][CH2:30][C@H:31]([CH3:35])[C:32](Cl)=[O:33])(=[O:28])[C:22]1[CH:27]=[CH:26][CH:25]=[CH:24][CH:23]=1.C(SC[C@@H](C)C(O)=O)(=O)C1C=CC=CC=1.S(Cl)(Cl)=O>O1CCCC1.C(OCC)(=O)C>[CH3:1][N:2]1[CH2:6][C@@H:5]([C:7]([O:9][C:10]([CH3:11])([CH3:13])[CH3:12])=[O:8])[N:4]([C:32](=[O:33])[C@H:31]([CH3:35])[CH2:30][S:29][C:21](=[O:28])[C:22]2[CH:27]=[CH:26][CH:25]=[CH:24][CH:23]=2)[C:3]1=[O:14] |f:1.2|. Procedure details: 3.0 g of tert.-butyl (4S)-1-methyl-2-oxo-imidazolidine-4-carboxylate are dissolved in 20 ml of tetrahydrofuran. 1.7 g of potassium tert.-butoxide are added to the solution under cooling at about -30° C. and stirring, and the mixture is further stirred at the same temperature for 10 minutes. A solution of (2S)-3-benzoylthio-2-methylpropionyl chloride (prepared by heating the mixture of 3.4 g of (2S)-3-benzoylthio-2-methylpropionic acid and 10 ml of thionyl chloride at 50°-60° C. for 2 hours and t...